This data is from the Open Reaction Database (ORD), a public repository of structured organic reaction records. The task is: describe an organic reaction: reactants, conditions, products, and yield Reactants: C[SiH](O[SiH](C)C)C (1,1,3,3-Tetramethyldisiloxane), compound ( 5 ), C(C1CO1)OCC=C (Allyl glycidyl ether). The reagents and catalysts are [H+].[H+].Cl[Pt-2](Cl)(Cl)(Cl)(Cl)Cl (hexachloroplatinic acid). The solvent is C(C)OCCOCCOCC (diethylene glycol diethyl ether). Conditions: temperature 120 celsius, time 2 hour. Yields the product O1C(COCCC[Si](O[SiH](C)C)(C)C)C1 (1-(6,7-epoxy-4-oxaheptyl)-1,1,3,3-tetramethyldisiloxane). RXN SMILES: [CH3:1][SiH:2]([CH3:7])[O:3][SiH:4]([CH3:6])[CH3:5].[CH2:8]([O:12][CH2:13][CH:14]=[CH2:15])[CH:9]1[O:11][CH2:10]1>C(OCCOCCOCC)C.[H+].[H+].Cl[Pt-2](Cl)(Cl)(Cl)(Cl)Cl>[O:11]1[CH2:10][CH:9]1[CH2:8][O:12][CH2:13][CH2:14][CH2:15][Si:2]([CH3:7])([CH3:1])[O:3][SiH:4]([CH3:6])[CH3:5] |f:3.4.5|. Procedure: An example of the synthesis of compound (5) is described in the following. 1,1,3,3-Tetramethyldisiloxane (17.5 g, 130 mmoles) is heated to the refluxing temperature and 1 mL of a 1 weight percent solution of hexachloroplatinic acid in diethylene glycol diethyl ether is added. Allyl glycidyl ether (11.4 g (100 mmoles) is added dropwise. At the same time, the temperature rises to 95° C. The reaction mixture is stirred for 2 hours at 120° C. and then fractionated with the help of a packed column. A... The reactants are NC=1C=C(C=CC1F)CC(C)=O (1-(3-amino-4-fluorophenyl)propan-2-one), NC1=CC(=NC=C1C=O)Cl (4-amino-6-chloronicotinaldehyde), [OH-].[K+] (KOH). The solvent is CCO (EtOH), [Cl-].[Na+].O (brine). The product is ClC1=NC=C2C=C(C(=NC2=C1)C)C=1C=CC(=C(N)C1)F (5-(7-chloro-2-methyl-1,6-naphthyridin-3-yl)-2-fluoroaniline). Isolated yield 60.3%. Reaction SMILES: [NH2:1][C:2]1[CH:3]=[C:4]([CH2:9][C:10](=O)[CH3:11])[CH:5]=[CH:6][C:7]=1[F:8].[NH2:13][C:14]1[C:19]([CH:20]=O)=[CH:18][N:17]=[C:16]([Cl:22])[CH:15]=1.[OH-].[K+]>CCO.[Cl-].[Na+].O>[Cl:22][C:16]1[CH:15]=[C:14]2[C:19]([CH:20]=[C:9]([C:4]3[CH:5]=[CH:6][C:7]([F:8])=[C:2]([CH:3]=3)[NH2:1])[C:10]([CH3:11])=[N:13]2)=[CH:18][N:17]=1 |f:2.3,5.6.7|. Procedure: Heat a solution of 1-(3-amino-4-fluorophenyl)propan-2-one (0.34 g, 2.034 mmol), 4-amino-6-chloronicotinaldehyde (0.318 g, 2.034 mmol) and KOH (0.057 g, 1.017 mmol) in EtOH (12 mL) at 60° C. for 1 h. Cool the mixture to RT, add brine and extract with EtOAc (3×). Dry the combined organics over MgSO4, concentrate to dryness and purify via silica gel chromatography (EtOAc/Hex) to afford the title compound (353 mg, 60%). MS (ESI) m/z: 288.1 (M+H+). The reactants are BrBr (bromine), C1(=CC=CC=C1)C1=NC=CC2=CC=CC=C12 (1-phenylisoquinoline), N1=CC=CC=C1 (pyridine). As a reaction SMILES: [C:1]1([C:7]2[C:16]3[C:11](=[CH:12][CH:13]=[CH:14][CH:15]=3)[CH:10]=[CH:9][N:8]=2)[CH:6]=[CH:5][CH:4]=[CH:3][CH:2]=1.[Br:17]Br.N1C=CC=CC=1>C(Cl)(Cl)(Cl)Cl>[Br:17][C:10]1[C:11]2[C:16](=[CH:15][CH:14]=[CH:13][CH:12]=2)[C:7]([C:1]2[CH:2]=[CH:3][CH:4]=[CH:5][CH:6]=2)=[N:8][CH:9]=1. Procedure details: 20.5 g of 1-phenylisoquinoline are dissolved in 100 ml of carbon tetrachloride, and 16 g of bromine are added at room temperature. The temperature is raised slowly and the mixture is kept under reflux for 1 hour. 7.9 g of pyridine in 10 ml of carbon tetrachloride are added dropwise to the boiling reaction mixture in the course of 2 hours, and the mixture is then heated at reflux temperature for a further 18 hours. The reaction solution is decanted off from the resinous precipitate and is concent... Run in C(Cl)(Cl)(Cl)Cl (carbon tetrachloride), C(Cl)(Cl)(Cl)Cl (carbon tetrachloride). The product is BrC1=CN=C(C2=CC=CC=C12)C1=CC=CC=C1 (4-bromo-1-phenylisoquinoline). Yield: 41.2%. The reactants are C(C)OC(CN(C)C)OCC (Dimethylaminoacetaldehyde diethyl acetal), [N+](=O)([O-])C1=CC=C(C=C1)C1=CC=C(O1)C(=O)CCl (chloromethyl 5-(4-nitrophenyl)-2-furyl ketone). The solvent is C(C)O (ethanol). The product is O.[Cl-].C(C)OC(C[N+](CC(=O)C=1OC(=CC1)C1=CC=C(C=C1)[N+](=O)[O-])(C)C)OCC.C(C)OC(C[N+](C)(C)CC(=O)C=1OC(=CC1)C1=CC=C(C=C1)[N+](=O)[O-])OCC.[Cl-] ((2,2-diethoxyethyl)dimethyl[5-(4-nitrophenyl)-2-furoylmethyl] ammonium chloride hemihydrate). The yield is 86.0%. RXN SMILES: [CH2:1]([O:3][CH:4]([O:9][CH2:10][CH3:11])[CH2:5][N:6]([CH3:8])[CH3:7])[CH3:2].[N+:12]([C:15]1[CH:20]=[CH:19][C:18]([C:21]2[O:25][C:24]([C:26]([CH2:28][Cl:29])=[O:27])=[CH:23][CH:22]=2)=[CH:17][CH:16]=1)([O-:14])=[O:13]>C(O)C>[OH2:3].[Cl-:29].[CH2:10]([O:9][CH:4]([O:3][CH2:1][CH3:2])[CH2:5][N+:6]([CH3:7])([CH3:8])[CH2:28][C:26]([C:24]1[O:25][C:21]([C:18]2[CH:19]=[CH:20][C:15]([N+:12]([O-:14])=[O:13])=[CH:16][CH:17]=2)=[CH:22][CH:23]=1)=[O:27])[CH3:11].[CH2:10]([O:9][CH:4]([O:3][CH2:1][CH3:2])[CH2:5][N+:6]([CH2:28][C:26]([C:24]1[O:25][C:21]([C:18]2[CH:19]=[CH:20][C:15]([N+:12]([O-:14])=[O:13])=[CH:16][CH:17]=2)=[CH:22][CH:23]=1)=[O:27])([CH3:7])[CH3:8])[CH3:11].[Cl-:29] |f:3.4.5.6.7|. Reported procedure: Dimethylaminoacetaldehyde diethyl acetal (29 g, 0.18 mole) was added dropwise to a stirred mixture of 40 g (0.15 mole) of chloromethyl 5-(4-nitrophenyl)-2-furyl ketone in 750 ml of absolute ethanol at 30° over 15 minutes. The mixture was heated under reflux for 22 hrs and was filtered hot to remove a black insoluble material. The filtrate was cooled in ice, and the brown solid was filtered and discarded. The filtrate was diluted with 1.5 liters of anhydrous ether, and the solid which was deposit...